Dataset: the Open Reaction Database (ORD), a public repository of structured organic reaction records. Task: describe an organic reaction: reactants, conditions, products, and yield Reactants: C(#N)CCN1N=NN=C1C1=C(C=CC=C1)C1=CC=C(C=C1)C (2-[1-(β-cyanoethyl)-1-H-tetrazol-5-yl]-4'-methylbiphenyl), [OH-].[Na+] (NaOH), C1CCOC1 (THF), Cl (HCl). Conditions: time 15 minute. The solvent is O (water). Reported procedure: 2-[1-(β-cyanoethyl)-1-H-tetrazol-5-yl]-4'-methylbiphenyl (689 mg, 2.38 mmol), 1,0N NaOH (2.62 mL, 2.62 mmol) and THF (15 mL) were mixed and stirred at room temperature. After 15 minutes, water (100 mL) was added and the pH adjusted to 3.0 with conc. HCl. The aqueous mixture was extracted with ethyl acetate (3×100 mL) and the organic layers were combined, dried (MgSO4) and evaporated in vacuo to yield 550 mg of a white powder. M.P.=148.5°-150.0°. The spectral data matched those of a sample prepar... Product: CC1=CC=C(C=C1)C1=C(C=CC=C1)C1=NN=NN1 (5-(4'-methylbiphenyl-2-yl)tetrazole). The yield is 97.8%. As a reaction SMILES: C(CC[N:5]1[C:9]([C:10]2[CH:15]=[CH:14][CH:13]=[CH:12][C:11]=2[C:16]2[CH:21]=[CH:20][C:19]([CH3:22])=[CH:18][CH:17]=2)=[N:8][N:7]=[N:6]1)#N.[OH-].[Na+].C1COCC1.Cl>O>[CH3:22][C:19]1[CH:20]=[CH:21][C:16]([C:11]2[CH:12]=[CH:13][CH:14]=[CH:15][C:10]=2[C:9]2[NH:5][N:6]=[N:7][N:8]=2)=[CH:17][CH:18]=1 |f:1.2|.